This data is from the Open Reaction Database (ORD), a public repository of structured organic reaction records. The task is: describe an organic reaction: reactants, conditions, products, and yield The reactants are NC1[C@@H]2N(C(=C(CS2)CSC=2C=CC=3N(N2)C(N(N3)CCC(=O)O)=O)C(=O)O)C1=O (7-amino-3-[2-(2-carboxyethyl)-2,3-dihydro-s-triazolo[4,3-b]pyridazin-3-on-6-ylthiomethyl]-3-cephem-4-carboxylic acid), C(C)(C)(C)OC(=O)N(C)CC1=C(C=CC=C1)CC(=O)O (o-(N-t-butoxycarbonyl-N-methylaminomethyl)phenylacetic acid), [N+](=O)([O-])C1=C(C=CC(=C1)[N+](=O)[O-])O (2,4-dinitrophenol), C1CCC(CC1)N=C=NC2CCCCC2 (DCC), C(C)(C)(C)OC(=O)N(C)CC1=C(C=CC=C1)CC(=O)OC1=C(C=C(C=C1)[N+](=O)[O-])[N+](=O)[O-] (2,4-dinitrophenyl o-(N-t-butoxycarbonyl-N-methylaminomethyl)phenylacetate). Solvent: C(C)#N (acetonitrile), C(C)N(CC)CC (triethylamine), C1CCOC1 (THF). Reaction conditions: time 8 hour. Product: C(CCC)OC(=O)N(C)CC1=C(C=CC=C1)CC(=O)NC1[C@@H]2N(C(=C(CS2)CSC=2C=CC=3N(N2)C(N(N3)CCC(=O)O)=O)C(=O)O)C1=O (7-[o-(N-Butoxycarbonyl-N-methylaminomethyl)phenylacetamido]-3-[2-(2-carboxyethyl)-2,3-dihydro-s-triazolo[4,3-b]pyridazin-3-on-6-ylthiomethyl]-3-cephem-4-carboxylic acid). Isolated yield 50.0%. As a reaction SMILES: [NH2:1][CH:2]1[C:29](=[O:30])[N:4]2[C:5]([C:26]([OH:28])=[O:27])=[C:6]([CH2:9][S:10][C:11]3[CH:12]=[CH:13][C:14]4[N:15]([C:17](=[O:25])[N:18]([CH2:20][CH2:21][C:22]([OH:24])=[O:23])[N:19]=4)[N:16]=3)[CH2:7][S:8][C@H:3]12.[C:31]([O:35][C:36]([N:38]([CH2:40][C:41]1[CH:46]=[CH:45][CH:44]=[CH:43][C:42]=1[CH2:47][C:48]([O:50]C1C=CC([N+]([O-])=O)=CC=1[N+]([O-])=O)=O)[CH3:39])=[O:37])([CH3:34])(C)C.[C:63](OC(N(CC1C=CC=CC=1CC(O)=O)C)=O)(C)(C)[CH3:64].[N+](C1C=C([N+]([O-])=O)C=CC=1O)([O-])=O.C1CCC(N=C=NC2CCCCC2)CC1>C(#N)C.C1COCC1.C(N(CC)CC)C>[CH2:31]([O:35][C:36]([N:38]([CH2:40][C:41]1[CH:46]=[CH:45][CH:44]=[CH:43][C:42]=1[CH2:47][C:48]([NH:1][CH:2]1[C:29](=[O:30])[N:4]2[C:5]([C:26]([OH:28])=[O:27])=[C:6]([CH2:9][S:10][C:11]3[CH:12]=[CH:13][C:14]4[N:15]([C:17](=[O:25])[N:18]([CH2:20][CH2:21][C:22]([OH:24])=[O:23])[N:19]=4)[N:16]=3)[CH2:7][S:8][C@H:3]12)=[O:50])[CH3:39])=[O:37])[CH2:34][CH2:63][CH3:64]. Procedure details: To a mixture of 7-amino-3-[2-(2-carboxyethyl)-2,3-dihydro-s-triazolo[4,3-b]pyridazin-3-on-6-ylthiomethyl]-3-cephem-4-carboxylic acid (452 mg., 1 m.mole) and triethylamine (0.46 ml., 3.3 m.mole) in 50% aqueous acetonitrile (4 ml.) was added a THF solution (3 ml.) of 2,4-dinitrophenyl o-(N-t-butoxycarbonyl-N-methylaminomethyl)phenylacetate prepared from o-(N-t-butoxycarbonyl-N-methylaminomethyl)phenylacetic acid (283 mg., 1.1 m.mole), 2,4-dinitrophenol (202 mg., 1.1 m.mole) and DCC (227 mg., 1.1 m...